Task: describe an organic reaction: reactants, conditions, products, and yield. Dataset: the Open Reaction Database (ORD), a public repository of structured organic reaction records Reactants: O1COC2=C1C=CC(=C2)C=2C(=NN(C2NS(=O)(=O)C2=NC=C(C=C2)C(C)C)C)OCCO (N-[4-(1,3-benzodioxol-5-yl)-3-(2-hydroxyethoxy)-1-methyl-1H-pyrazol-5-yl]-5-isopropyl-2-pyridinesulfonamide), [H-].[Na+] (sodium hydride), BrC=1C=NC(=NC1)Cl (5-bromo-2-chloropyrimidine). Run in C1CCOC1 (THF), CC(=O)N(C)C (dimethylacetamide). Conditions: time 5 minute. Product: O1COC2=C1C=CC(=C2)C=2C(=NN(C2NS(=O)(=O)C2=NC=C(C=C2)C(C)C)C)OCCOC2=NC=C(C=N2)Br (N-(4-(1,3-benzodioxol-5-yl)-3-{2-[(5-bromo-2-pyrimidinyl)oxy]ethoxy}-1-methyl-1H-pyrazol-5-yl)-5-isopropyl-2-pyridinesulfonamide). Yield: 24.9%. Reaction SMILES: [O:1]1[C:5]2[CH:6]=[CH:7][C:8]([C:10]3[C:11]([O:29][CH2:30][CH2:31][OH:32])=[N:12][N:13]([CH3:28])[C:14]=3[NH:15][S:16]([C:19]3[CH:24]=[CH:23][C:22]([CH:25]([CH3:27])[CH3:26])=[CH:21][N:20]=3)(=[O:18])=[O:17])=[CH:9][C:4]=2[O:3][CH2:2]1.[H-].[Na+].[Br:35][C:36]1[CH:37]=[N:38][C:39](Cl)=[N:40][CH:41]=1>C1COCC1.CC(N(C)C)=O>[O:1]1[C:5]2[CH:6]=[CH:7][C:8]([C:10]3[C:11]([O:29][CH2:30][CH2:31][O:32][C:39]4[N:40]=[CH:41][C:36]([Br:35])=[CH:37][N:38]=4)=[N:12][N:13]([CH3:28])[C:14]=3[NH:15][S:16]([C:19]3[CH:24]=[CH:23][C:22]([CH:25]([CH3:27])[CH3:26])=[CH:21][N:20]=3)(=[O:18])=[O:17])=[CH:9][C:4]=2[O:3][CH2:2]1 |f:1.2|. Procedure details: To a solution of N-[4-(1,3-benzodioxol-5-yl)-3-(2-hydroxyethoxy)-1-methyl-1H-pyrazol-5-yl]-5-isopropyl-2-pyridinesulfonamide (Example 43) (18 mg) in anhydrous THF (0.5 ml) at 0° C. and under an atmosphere of nitrogen was added sodium hydride (60% dispersion in oil, 3.3 mg) and the mixture was stirred for 5 minutes. To the mixture was added 5-bromo-2-chloropyrimidine (Liquid Crystals, 1993, 14(3), 741) (11.3 mg) in dimethylacetamide (0.1 ml). After stirring for 90 min, the reaction mixture was pa... Starting materials: CCOc1nc2cccc(C(=O)OCOC(=O)C(C)(C)C)c2n1Cc1ccc(-c2ccccc2-c2nnnn2C(c2ccccc2)(c2ccccc2)c2ccccc2)cc1, CO. Product: CCOc1nc2cccc(C(=O)OCOC(=O)C(C)(C)C)c2n1Cc1ccc(-c2ccccc2-c2nnn[nH]2)cc1. Reaction SMILES: [CH2:1]([CH3:2])[O:3][c:4]1[n:5][c:6]2[c:7]([n:8]1[CH2:9][c:10]1[cH:11][cH:12][c:13](-[c:16]3[c:17](-[c:22]4[n:23][n:24][n:25][n:26]4[C:27]([c:28]4[cH:29][cH:30][cH:31][cH:32][cH:33]4)([c:34]4[cH:35][cH:36][cH:37][cH:38][cH:39]4)[c:40]4[cH:41][cH:42][cH:43][cH:44][cH:45]4)[cH:18][cH:19][cH:20][cH:21]3)[cH:14][cH:15]1)[c:46]([C:50](=[O:51])[O:52][CH2:53][O:54][C:55]([C:56]([CH3:57])([CH3:58])[CH3:59])=[O:60])[cH:47][cH:48][cH:49]2.[CH3:61][OH:62]>>[CH2:1]([CH3:2])[O:3][c:4]1[n:5][c:6]2[c:7]([n:8]1[CH2:9][c:10]1[cH:11][cH:12][c:13](-[c:16]3[c:17](-[c:22]4[n:23][n:24][n:25][nH:26]4)[cH:18][cH:19][cH:20][cH:21]3)[cH:14][cH:15]1)[c:46]([C:50](=[O:51])[O:52][CH2:53][O:54][C:55]([C:56]([CH3:57])([CH3:58])[CH3:59])=[O:60])[cH:47][cH:48][cH:49]2. The reactants are BrCCO (2-bromo-ethanol), C([O-])([O-])=O.[K+].[K+] (potassium carbonate), ice water, FC1=CC=C(C=C1)N1CCN(CC1)C1=C(C(NC(=N1)C)=O)[N+](=O)[O-] (6-[4-(4-Fluoro-phenyl)-piperazin-1-yl]-2-methyl-5-nitro-3H-pyrimidin-4-one), C(C)N(C(C)C)C(C)C (N-ethyldiisopropylamine). Run in CN(C=O)C (N,N-dimethylformamide), CN(C=O)C (N,N-dimethylformamide). Conditions: time 48 hour. Product: FC1=CC=C(C=C1)N1CCN(CC1)C1=C(C(=NC(=N1)C)OCCO)[N+](=O)[O-] (2-{6-[4-(4-fluoro-phenyl)-piperazin-1-yl]-2-methyl-5-nitro-pyrimidin-4-yloxy}-ethanol). The yield is 18.5%. Reaction SMILES: [F:1][C:2]1[CH:7]=[CH:6][C:5]([N:8]2[CH2:13][CH2:12][N:11]([C:14]3[N:19]=[C:18]([CH3:20])[NH:17][C:16](=[O:21])[C:15]=3[N+:22]([O-:24])=[O:23])[CH2:10][CH2:9]2)=[CH:4][CH:3]=1.C(N(C(C)C)C(C)C)C.Br[CH2:35][CH2:36][OH:37].C(=O)([O-])[O-].[K+].[K+]>CN(C)C=O>[F:1][C:2]1[CH:7]=[CH:6][C:5]([N:8]2[CH2:9][CH2:10][N:11]([C:14]3[N:19]=[C:18]([CH3:20])[N:17]=[C:16]([O:21][CH2:35][CH2:36][OH:37])[C:15]=3[N+:22]([O-:24])=[O:23])[CH2:12][CH2:13]2)=[CH:4][CH:3]=1 |f:3.4.5|. Procedure details: 0.180 g (0.540 mmol) of the 6-[4-(4-fluoro-phenyl)-piperazin-1-yl]-2-methyl-5-nitro-3H-pyrimidin-4-one (example 1) and 0.142 g (1.1 mmol) of N-ethyldiisopropylamine, dissolved in 5.0 ml of N,N-dimethylformamide, were slowly added between −5° C. and 0° C. to a suspension of 0.923 g (7.0 mmol) of 2-bromo-ethanol and 0.897 g (6.5 mmol) of potassium carbonate in 5.0 ml of N,N-dimethylformamide. The reaction mixture was then stirred at room temperature for 48 hours. It was then poured into 50 ml of a... The reactants are NC1=C2NC=NC2=NC(=N1)Cl (6-Amino-2-chloropurine), C([O-])([O-])=O.[K+].[K+] (potassium carbonate), FC1=CC=C(CCl)C=C1 (4-fluorobenzyl chloride). Run in CN(C)C=O (DMF). Reaction conditions: time 3 hour. Yields the product NC1=C2N=CN(C2=NC(=N1)Cl)CC1=CC=C(C=C1)F (6-Amino-2-chloro-9-(4-fluorobenzyl)purine). The yield is 1970.7%. Reaction SMILES: [NH2:1][C:2]1[N:10]=[C:9]([Cl:11])[N:8]=[C:7]2[C:3]=1[NH:4][CH:5]=[N:6]2.C(=O)([O-])[O-].[K+].[K+].[F:18][C:19]1[CH:26]=[CH:25][C:22]([CH2:23]Cl)=[CH:21][CH:20]=1>CN(C=O)C>[NH2:1][C:2]1[N:10]=[C:9]([Cl:11])[N:8]=[C:7]2[C:3]=1[N:4]=[CH:5][N:6]2[CH2:23][C:22]1[CH:25]=[CH:26][C:19]([F:18])=[CH:20][CH:21]=1 |f:1.2.3|. Reported procedure: 6-Amino-2-chloropurine (5.02 g) and potassium carbonate (5 g, 36 mmol) were suspended in DMF (200 ml) and thereto was added 4-fluorobenzyl chloride (5 ml, 42 mmol). The mixture was stirred at room temperature for 3 hours. The reaction mixture was concentrated in vacuo to dryness, and to the residue was added water. The mixture was extracted with chloroform and the organic layer was washed with water, dried on sodium sulfate and concentrated in vacuo to dryness. The residue was purified with sili... Starting materials: Cl.CN(CCCN=C=NCC)C (N-[3-(dimethylamino)propyl]-N′-ethylcarbodiimide hydrochloride), COC1=C(C=CC=C1)S(=O)(=O)N(C=1C=CC=C2C=C(NC12)C=1SC(CN1)CC(=O)O)C ((2-{7-[[(2-methoxyphenyl)sulfonyl](methyl)amino]-1H-indol-2-yl}-4,5-dihydro-1,3-thiazol-5-yl)acetic acid), CN(C=O)C (N,N-dimethylformamide). Solvent: C(C)(=O)OCC (ethyl acetate). Product: C(C)(=O)[O-].CCCCCC (acetate hexane), COC1=C(C=CC=C1)S(=O)(=O)N(C=1C=CC=C2C=C(NC12)C=1SC(CN1)CC(=O)N)C (2-(2-{7-[[(2-methoxyphenyl)sulfonyl](methyl)amino]-1H-indol-2-yl}-4,5-dihydro-1,3-thiazol-5-yl)acetamide). Isolated yield 57.0%. As a reaction SMILES: [CH3:1][O:2][C:3]1[CH:8]=[CH:7][CH:6]=[CH:5][C:4]=1[S:9]([N:12]([CH3:31])[C:13]1[CH:14]=[CH:15][CH:16]=[C:17]2[C:21]=1[NH:20][C:19]([C:22]1[S:23][CH:24]([CH2:27][C:28]([OH:30])=[O:29])[CH2:25][N:26]=1)=[CH:18]2)(=[O:11])=[O:10].C[N:33](C)[CH:34]=[O:35].Cl.CN(C)CCCN=C=NCC>C(OCC)(=O)C>[C:28]([O-:30])(=[O:29])[CH3:27].[CH3:7][CH2:8][CH2:3][CH2:4][CH2:5][CH3:6].[CH3:1][O:2][C:3]1[CH:8]=[CH:7][CH:6]=[CH:5][C:4]=1[S:9]([N:12]([CH3:31])[C:13]1[CH:14]=[CH:15][CH:16]=[C:17]2[C:21]=1[NH:20][C:19]([C:22]1[S:23][CH:24]([CH2:27][C:34]([NH2:33])=[O:35])[CH2:25][N:26]=1)=[CH:18]2)(=[O:10])=[O:11] |f:2.3,5.6|. Procedure: To a mixture of (2-{7-[[(2-methoxyphenyl)sulfonyl](methyl)amino]-1H-indol-2-yl}-4,5-dihydro-1,3-thiazol-5-yl)acetic acid (0.25 g), 1H-1,2,3-benzotriazol-1-ol-ammonia complex (0.13 g) and N,N-dimethylformamide (10 mL) was added N-[3-(dimethylamino)propyl]-N′-ethylcarbodiimide hydrochloride (0.16 g) under ice-cooling, and the mixture was stirred from under ice-cooling to room temperature for 15 hr. The reaction solution was diluted with ethyl acetate, washed with water, aqueous sodium hydrogencarb... The reactants are CC(=O)O[C@@H]1C[C@]2([C@@H](CCC2=O)C3=C1[C@@]4(C=5C(=COC5C3=O)C(=O)O[C@@H]4COC)C)C (wortmannin), B (borane). Run in O1CCCC1 (tetrahydrofuran), O1CCCC1 (THF). Conditions: temperature 0 celsius, time 3.5 hour. Yields the product CC(=O)O[C@@H]1C[C@]2([C@@H](CC[C@@H]2O)C3=C1[C@@]4(C=5C(=COC5C3=O)C(=O)O[C@@H]4COC)C)C (17-hydroxy-wortmannin). The yield is 90.0%. As a reaction SMILES: [CH3:1][C:2]([O:4][C@H:5]1[C:14]2[C@@:15]3([CH3:30])[C@@H:26]([CH2:27][O:28][CH3:29])[O:25][C:23](=[O:24])[C:17]4=[CH:18][O:19][C:20]([C:21](=[O:22])[C:13]=2[C@@H:8]2[CH2:9][CH2:10][C:11](=[O:12])[C@@:7]2([CH3:31])[CH2:6]1)=[C:16]34)=[O:3].B>O1CCCC1>[CH3:1][C:2]([O:4][C@H:5]1[C:14]2[C@@:15]3([CH3:30])[C@@H:26]([CH2:27][O:28][CH3:29])[O:25][C:23](=[O:24])[C:17]4=[CH:18][O:19][C:20]([C:21](=[O:22])[C:13]=2[C@@H:8]2[CH2:9][CH2:10][C@H:11]([OH:12])[C@@:7]2([CH3:31])[CH2:6]1)=[C:16]34)=[O:3]. Reported procedure: For instance, as depicted in FIG. 4, a solution of 60 mg wortmannin (0.14 mmol from Aldrich) in 12 mL tetrahydrofuran (THF) is cooled in a 0° C. ice bath under nitrogen. 1M borane in THF solution (134 μL, 0.14 mmol from Aldrich) is added and the reaction mixture is stirred at 0° C. for 3.5 hours. The reaction is quenched with 1 mL water. After warming to room temperature, the reaction mixture is diluted with water and extracted with ethyl acetate. After work up, about 60 mg (90% pure 17-hydroxy-... Reactants: C=CCC1CC(c2cccc(Cl)c2)C(c2ccc(Cl)cc2)N(C(CC)CNCc2ccc(OC)cc2)C1=O, CC#N, [NH4+], O=[N+]([O-])[O-], O. Product: C=CCC1CC(c2cccc(Cl)c2)C(c2ccc(Cl)cc2)N(C(CC)CN)C1=O. RXN SMILES: [CH2:1]([CH:2]=[CH2:3])[CH:4]1[C:5](=[O:38])[N:6]([CH:24]([CH2:25][NH:26][CH2:27][c:28]2[cH:29][cH:30][c:31]([O:32][CH3:33])[cH:34][cH:35]2)[CH2:36][CH3:37])[CH:7]([c:17]2[cH:18][cH:19][c:20]([Cl:23])[cH:21][cH:22]2)[CH:8]([c:10]2[cH:11][c:12]([Cl:16])[cH:13][cH:14][cH:15]2)[CH2:9]1.[CH3:44][C:45]#[N:46].[NH4+:39].[O-:40][N+:41](=[O:42])[O-:43].[OH2:47]>>[CH2:1]([CH:2]=[CH2:3])[CH:4]1[C:5](=[O:38])[N:6]([CH:24]([CH2:25][NH2:26])[CH2:36][CH3:37])[CH:7]([c:17]2[cH:18][cH:19][c:20]([Cl:23])[cH:21][cH:22]2)[CH:8]([c:10]2[cH:11][c:12]([Cl:16])[cH:13][cH:14][cH:15]2)[CH2:9]1. The reactants are [BH4-], COC1(c2ccc(Cl)c(Cc3ccc(OC(F)(F)F)cc3)c2)OC(C=O)(CO)C(OCc2ccccc2)C(OCc2ccccc2)C1OCc1ccccc1, [Na+]. Yields the product COC1(c2ccc(Cl)c(Cc3ccc(OC(F)(F)F)cc3)c2)OC(CO)(CO)C(OCc2ccccc2)C(OCc2ccccc2)C1OCc1ccccc1. As a reaction SMILES: [BH4-:56].[CH2:1]([c:2]1[cH:3][cH:4][cH:5][cH:6][cH:7]1)[O:8][CH:9]1[C:10]([CH:52]=[O:53])([CH2:54][OH:55])[O:11][C:12]([O:31][CH3:32])([c:33]2[cH:34][c:35]([CH2:40][c:41]3[cH:42][cH:43][c:44]([O:47][C:48]([F:49])([F:50])[F:51])[cH:45][cH:46]3)[c:36]([Cl:39])[cH:37][cH:38]2)[CH:13]([O:23][CH2:24][c:25]2[cH:26][cH:27][cH:28][cH:29][cH:30]2)[CH:14]1[O:15][CH2:16][c:17]1[cH:18][cH:19][cH:20][cH:21][cH:22]1.[Na+:57]>>[CH2:1]([c:2]1[cH:3][cH:4][cH:5][cH:6][cH:7]1)[O:8][CH:9]1[C:10]([CH2:52][OH:53])([CH2:54][OH:55])[O:11][C:12]([O:31][CH3:32])([c:33]2[cH:34][c:35]([CH2:40][c:41]3[cH:42][cH:43][c:44]([O:47][C:48]([F:49])([F:50])[F:51])[cH:45][cH:46]3)[c:36]([Cl:39])[cH:37][cH:38]2)[CH:13]([O:23][CH2:24][c:25]2[cH:26][cH:27][cH:28][cH:29][cH:30]2)[CH:14]1[O:15][CH2:16][c:17]1[cH:18][cH:19][cH:20][cH:21][cH:22]1. Starting materials: S(C1=CC=CC(=C1)N2CCCC2)C. The reagents and catalysts are O1B(OC(C)(C)C1(C)C)B2OC(C)(C)C(O2)(C)C, FC(F)(F)C1OB(OC1)C=2C=CC=CC2C=3C=NC(=CC3)C4=NC=CC=C4, C[OH2+].C[OH2+].C1CC=CCCC=C1.C1CC=CCCC=C1.[Ir].[Ir]. Solvent: C=1C=C(C=CC1C)C. Conditions: temperature 55 celsius, time 24 hour. The product is O1B(OC(C)(C)C1(C)C)C2=CC=C(C=C2SC)N3CCCC3. Isolated yield 70.0%. Procedure details: Ligand 3f: A mixture of ortho- and meta-borylated products (112 mg, 70% yield, ortho/meta + para = >30); ortho-borylated product 4t was obtained by further purification by GPC (99 mg, 62% yield), yellow oil;